From a dataset of the Open Reaction Database (ORD), a public repository of structured organic reaction records. describe an organic reaction: reactants, conditions, products, and yield Starting materials: ClC1=NC(=CC2=CC=CC=C12)Cl (1,3-dichloroisoquinoline), COC1=CC=C(C=C1)N (p-anisidine). Reaction conditions: temperature 170 celsius. Product: ClC=1N=C(C2=CC=CC=C2C1)NC1=CC=C(C=C1)OC (3-chloro-1-[N-(4-methoxyphenyl)amino]isoquinoline). The yield is 18.4%. As a reaction SMILES: Cl[C:2]1[C:11]2[C:6](=[CH:7][CH:8]=[CH:9][CH:10]=2)[CH:5]=[C:4]([Cl:12])[N:3]=1.[CH3:13][O:14][C:15]1[CH:20]=[CH:19][C:18]([NH2:21])=[CH:17][CH:16]=1>>[Cl:12][C:4]1[N:3]=[C:2]([NH:21][C:18]2[CH:19]=[CH:20][C:15]([O:14][CH3:13])=[CH:16][CH:17]=2)[C:11]2[C:6]([CH:5]=1)=[CH:7][CH:8]=[CH:9][CH:10]=2. Procedure details: A mixture of 1,3-dichloroisoquinoline (5.0 g; see Example 8) and p-anisidine (3.1 g) was heated at a temperature of 170° C. for a period of 2 hours. After cooling the product was purified by column chromatography over silica gel (eluant dichloromethane) to give 3-chloro-1-[N-(4-methoxyphenyl)amino]isoquinoline (1.32 g) mp 101° C. Reactants: CN(C)CC(=O)O, CS(C)=O, CCOC(C)=O, I[Cu]I, O=c1[nH]c(=O)n(CCCN2CC3CC3(c3ccc(C(F)(F)F)cc3)C2)cc1I, [K+], [K+], O=C([O-])[O-], c1cn[nH]c1. The product is O=c1[nH]c(=O)n(CCCN2CC3CC3(c3ccc(C(F)(F)F)cc3)C2)cc1-n1cccn1. RXN SMILES: [CH3:34][N:35]([CH2:36][C:37](=[O:38])[OH:39])[CH3:40].[CH3:47][S:48](=[O:49])[CH3:50].[CH3:51][CH2:52][O:53][C:54]([CH3:55])=[O:56].[Cu:57]([I:58])[I:59].[I:1][c:2]1[c:3](=[O:28])[nH:4][c:5](=[O:27])[n:6]([CH2:8][CH2:9][CH2:10][N:11]2[CH2:12][C:13]3([c:17]4[cH:18][cH:19][c:20]([C:23]([F:24])([F:25])[F:26])[cH:21][cH:22]4)[CH2:14][CH:15]3[CH2:16]2)[cH:7]1.[K+:41].[K+:42].[O-:43][C:44]([O-:45])=[O:46].[nH:29]1[n:30][cH:31][cH:32][cH:33]1>>[c:2]1(-[n:29]2[n:30][cH:31][cH:32][cH:33]2)[c:3](=[O:28])[nH:4][c:5](=[O:27])[n:6]([CH2:8][CH2:9][CH2:10][N:11]2[CH2:12][C:13]3([c:17]4[cH:18][cH:19][c:20]([C:23]([F:24])([F:25])[F:26])[cH:21][cH:22]4)[CH2:14][CH:15]3[CH2:16]2)[cH:7]1. The reactants are C(CCC)C=1N(C(N(N1)CSC1=CC=CC=C1)=O)CC1=CC=C(C=C1)C1=C(C=CC=C1)C1=NN=NN1C(C1=CC=CC=C1)(C1=CC=CC=C1)C1=CC=CC=C1 (5-n-butyl-2,4-dihydro-2-(phenylthiomethyl)-4-[[2'-(N-trityltetrazol-5-yl)biphenyl-4-yl]methyl]-3H-1,2,4-triazol-3-one). Solvent: C(C)(=O)O (acetic acid). The product is C(CCC)C=1N(C(N(N1)CSC1=CC=CC=C1)=O)CC1=CC=C(C=C1)C1=C(C=CC=C1)C1=NN=NN1 (5-n-Butyl-2,4-dihydro-2-(phenylthiomethyl)-4-[[2'-(5-tetrazolyl)biphenyl-4-yl]methyl]-3H-1,2,4-triazol-3-one). The yield is 75.0%. As a reaction SMILES: [CH2:1]([C:5]1[N:6]([CH2:19][C:20]2[CH:25]=[CH:24][C:23]([C:26]3[CH:31]=[CH:30][CH:29]=[CH:28][C:27]=3[C:32]3[N:36](C(C4C=CC=CC=4)(C4C=CC=CC=4)C4C=CC=CC=4)[N:35]=[N:34][N:33]=3)=[CH:22][CH:21]=2)[C:7](=[O:18])[N:8]([CH2:10][S:11][C:12]2[CH:17]=[CH:16][CH:15]=[CH:14][CH:13]=2)[N:9]=1)[CH2:2][CH2:3][CH3:4]>C(O)(=O)C>[CH2:1]([C:5]1[N:6]([CH2:19][C:20]2[CH:25]=[CH:24][C:23]([C:26]3[CH:31]=[CH:30][CH:29]=[CH:28][C:27]=3[C:32]3[NH:36][N:35]=[N:34][N:33]=3)=[CH:22][CH:21]=2)[C:7](=[O:18])[N:8]([CH2:10][S:11][C:12]2[CH:17]=[CH:16][CH:15]=[CH:14][CH:13]=2)[N:9]=1)[CH2:2][CH2:3][CH3:4]. Reported procedure: Deprotection of 5-n-butyl-2,4-dihydro-2-(phenylthiomethyl)-4-[[2'-(N-trityltetrazol-5-yl)biphenyl-4-yl]methyl]-3H-1,2,4-triazol-3-one in 50% aqueous acetic acid was accomplished by the procedure of Example 3, Step B. After work-up, the residue was flash chromatographed over silica gel (10 mL for 0.02 mmole, gradient elution using 2-10% MeOH/CH2Cl2) to give the desired material as an oil in 75% yield, homogeneous by TLC in 10% MeOH/CH2Cl2, mass spectrum (FAB) m/e 498 (M+1)+, mp 170° C. dec. Reactants: N#Cc1cccc(N)c1, Cc1nnc(-c2ccc(C)c(-c3ccc(C(=O)O)cc3)c2)o1, O=C(Cl)C(=O)Cl, ClCCl, CN(C)C=O. Product: Cc1nnc(-c2ccc(C)c(-c3ccc(C(=O)Nc4cccc(C#N)c4)cc3)c2)o1. As a reaction SMILES: [C:34](#[N:35])[c:36]1[cH:37][c:38]([NH2:39])[cH:40][cH:41][cH:42]1.[CH3:1][c:2]1[c:3](-[c:14]2[cH:15][cH:16][c:17]([C:20](=[O:21])[OH:22])[cH:18][cH:19]2)[cH:4][c:5](-[c:8]2[o:9][c:10]([CH3:13])[n:11][n:12]2)[cH:6][cH:7]1.[Cl:23][C:24]([C:25]([Cl:26])=[O:27])=[O:28].[Cl:43][CH2:44][Cl:45].[O:29]=[CH:30][N:31]([CH3:32])[CH3:33]>>[CH3:1][c:2]1[c:3](-[c:14]2[cH:15][cH:16][c:17]([C:20](=[O:22])[NH:39][c:38]3[cH:37][c:36]([C:34]#[N:35])[cH:42][cH:41][cH:40]3)[cH:18][cH:19]2)[cH:4][c:5](-[c:8]2[o:9][c:10]([CH3:13])[n:11][n:12]2)[cH:6][cH:7]1.